This data is from the Open Reaction Database (ORD), a public repository of structured organic reaction records. The task is: describe an organic reaction: reactants, conditions, products, and yield Starting materials: FC=1C(=NC=C(C1)Cl)C1=NN(C(=C1)OC(F)F)C (3-(3-fluoro-5-chloro-2-pyridyl)-5-difluoromethoxy-1-methyl-[1H]-pyrazole), II (iodine). Reagents/catalysts: N(=O)[O-].[Ag+] (silver(I) nitrite). Run in C(C)OCC (diethyl ether), C(Cl)Cl (methylene chloride). Run at temperature 22 celsius, time 8 hour. Product: FC=1C(=NC=C(C1)Cl)C1=NN(C(=C1I)OC(F)F)C (3-(3-Fluoro-5-chloro-2-pyridyl)-4-iodo-5-difluoromethoxy-1-methyl-[1H]-pyrazole). The yield is 91.0%. Reaction SMILES: [F:1][C:2]1[C:3]([C:9]2[CH:13]=[C:12]([O:14][CH:15]([F:17])[F:16])[N:11]([CH3:18])[N:10]=2)=[N:4][CH:5]=[C:6]([Cl:8])[CH:7]=1.[I:19]I>C(Cl)Cl.C(OCC)C.N([O-])=O.[Ag+]>[F:1][C:2]1[C:3]([C:9]2[C:13]([I:19])=[C:12]([O:14][CH:15]([F:16])[F:17])[N:11]([CH3:18])[N:10]=2)=[N:4][CH:5]=[C:6]([Cl:8])[CH:7]=1 |f:4.5|. Reported procedure: 3.0 g of 3-(3-fluoro-5-chloro-2-pyridyl)-5-difluoromethoxy-1-methyl-[1H]-pyrazole (Example H15) are dissolved in 30 ml of methylene chloride, and 1.83 g of silver(I) nitrite and 3.02 g of iodine are then added. The mixture is stirred overnight at 22° C. It is then diluted with diethyl ether and extracted successively with aqueous sodium metabisulfite solution and brine. After drying of the organic phase over sodium sulfate and filtration, the filtrate is concentrated in vacuo together with twice... Reactants: CCOC(=O)c1c2cccccc-2[nH]c1=O, COC(=O)CC(Br)C(=O)OC, CN(C)C=O, O. Product: CCOC(=O)c1c2cccccc-2n(C(CC(=O)OC)C(=O)OC)c1=O. Reaction SMILES: [CH2:1]([CH3:2])[O:3][C:4](=[O:5])[c:6]1[c:7]2[cH:16][cH:15][cH:14][cH:13][cH:12][c:8]-2[nH:9][c:10]1=[O:11].[CH3:17][O:18][C:19]([CH:20]([CH2:21][C:22](=[O:23])[O:24][CH3:25])[Br:26])=[O:27].[O:28]=[CH:29][N:30]([CH3:31])[CH3:32].[OH2:33]>>[CH2:1]([CH3:2])[O:3][C:4](=[O:5])[c:6]1[c:7]2[cH:16][cH:15][cH:14][cH:13][cH:12][c:8]-2[n:9]([CH:20]([C:19]([O:18][CH3:17])=[O:27])[CH2:21][C:22](=[O:23])[O:24][CH3:25])[c:10]1=[O:11]. Starting materials: CC(C)O, CCc1c(CN2CC(C(=O)OC)C2)cccc1-c1nnc(-c2ccc(OC(C)C)c(Cl)c2)s1, [Na+], [OH-], O. The product is CCc1c(CN2CC(C(=O)O)C2)cccc1-c1nnc(-c2ccc(OC(C)C)c(Cl)c2)s1. Reaction SMILES: [CH:36]([OH:37])([CH3:38])[CH3:39].[Cl:1][c:2]1[cH:3][c:4](-[c:12]2[n:13][n:14][c:15](-[c:17]3[c:18]([CH2:32][CH3:33])[c:19]([CH2:23][N:24]4[CH2:25][CH:26]([C:28](=[O:29])[O:30][CH3:31])[CH2:27]4)[cH:20][cH:21][cH:22]3)[s:16]2)[cH:5][cH:6][c:7]1[O:8][CH:9]([CH3:10])[CH3:11].[Na+:35].[OH-:34].[OH2:40]>>[Cl:1][c:2]1[cH:3][c:4](-[c:12]2[n:13][n:14][c:15](-[c:17]3[c:18]([CH2:32][CH3:33])[c:19]([CH2:23][N:24]4[CH2:25][CH:26]([C:28](=[O:29])[OH:30])[CH2:27]4)[cH:20][cH:21][cH:22]3)[s:16]2)[cH:5][cH:6][c:7]1[O:8][CH:9]([CH3:10])[CH3:11].